This data is from the Open Reaction Database (ORD), a public repository of structured organic reaction records. The task is: describe an organic reaction: reactants, conditions, products, and yield Starting materials: CC(C)(C)OC(=O)Nc1ncc(C#C[Si](C)(C)C)s1, CCOC(C)=O, CO, [K+], [K+], O=C([O-])[O-], O. Yields the product C#Cc1cnc(NC(=O)OC(C)(C)C)s1. As a reaction SMILES: [C:1]([CH3:2])([CH3:3])([CH3:4])[O:5][C:6]([NH:7][c:8]1[s:9][c:10]([C:13]#[C:14][Si:15]([CH3:16])([CH3:17])[CH3:18])[cH:11][n:12]1)=[O:19].[CH3:27][CH2:28][O:29][C:30](=[O:31])[CH3:32].[CH3:33][OH:34].[K+:20].[K+:21].[O-:22][C:23]([O-:24])=[O:25].[OH2:26]>>[C:1]([CH3:2])([CH3:3])([CH3:4])[O:5][C:6]([NH:7][c:8]1[s:9][c:10]([C:13]#[CH:14])[cH:11][n:12]1)=[O:19]. Reactants: BrC=1C=C2/C(/C(NC(C2=CC1)=O)=O)=C/NC1=CC=C(C=C1)N1[C@H](CN([C@@H](C1)C)C)C ((4Z)-6-Bromo-4-[({4-[(2S,5R)-2,4,5-trimethylpiperazin-1-yl]phenyl}amino)methylene]-isoquinoline-1,3(2H,4H)-dione), BrC=1C=C2C(C(NC(C2=CC1)=O)=O)=CNC1=CC=C(C=C1)N1CC(NC(C1)C)C (6-bromo-4-({[4-(3,5-dimethylpiperazin-1-yl)phenyl]amino}methylene)isoquinoline-1,3(2H,4H)-dione). Product: yellow solid, BrC=1C=C2\C(\C(NC(C2=CC1)=O)=O)=C/OC ((4E)-6-bromo-4-(methoxymethylene)isoquinoline-1,3(2H,4H)-dione), CC1N(CC(N(C1)C)C)C1=CC=C(C=C1)N (4-(2,4,5-trimethyl-piperazin-1-yl)-phenylamine). The yield is 91.0%. RXN SMILES: [Br:1][C:2]1[CH:3]=[C:4]2[C:9](=[CH:10][CH:11]=1)[C:8](=[O:12])[NH:7][C:6](=[O:13])/[C:5]/2=[CH:14]\[NH:15][C:16]1[CH:21]=[CH:20][C:19]([N:22]2[CH2:27][C@@H:26]([CH3:28])[N:25]([CH3:29])[CH2:24][C@@H:23]2[CH3:30])=[CH:18][CH:17]=1.BrC1C=C2C(=CC=1)[C:38](=[O:42])NC(=O)C2=CNC1C=CC(N2CC(C)NC(C)C2)=CC=1>>[Br:1][C:2]1[CH:3]=[C:4]2[C:9](=[CH:10][CH:11]=1)[C:8](=[O:12])[NH:7][C:6](=[O:13])/[C:5]/2=[CH:14]/[O:42][CH3:38].[CH3:30][CH:23]1[CH2:24][N:25]([CH3:29])[CH:26]([CH3:28])[CH2:27][N:22]1[C:19]1[CH:18]=[CH:17][C:16]([NH2:15])=[CH:21][CH:20]=1. Reported procedure: Using the procedure described for the preparation of 4Z)-6-bromo-4-({[4-(3,5-dimethylpiperazin-1-yl)phenyl]amino}methylene)isoquinoline-1,3(2H,4H)-dione, 0.68 g (91.0% yield) of yellow solid is obtained from 0.45 g (0.46 mmol) of (4E)-6-bromo-4-(methoxymethylene)isoquinoline-1,3(2H,4H)-dione and 4-(2,4,5-trimethyl-piperazin-1-yl)-phenylamine (0.38 g, 1.76 mmol): mp 184-185° C.; MS (ESI) m/z 469.1-471.1 (M+H)+1